Dataset: the Open Reaction Database (ORD), a public repository of structured organic reaction records. Task: describe an organic reaction: reactants, conditions, products, and yield The reactants are C1(=CC=CC=C1)C1=NC(=NS1)OCCCCl (3-(5-phenyl-1,2,4-thiadiazole-3-yloxy)-propyl chloride), O (water). The solvent is ClCCl (dichloromethane). Conditions: temperature 65 celsius, time 10.5 hour. Yields the product C1(=CC=CC=C1)C1=NC=NS1 (5-phenyl-1,2,4-thiadiazole). RXN SMILES: [C:1]1([C:7]2[S:11][N:10]=[C:9](OCCCCl)[N:8]=2)[CH:6]=[CH:5][CH:4]=[CH:3][CH:2]=1.O>ClCCl>[C:1]1([C:7]2[S:11][N:10]=[CH:9][N:8]=2)[CH:2]=[CH:3][CH:4]=[CH:5][CH:6]=1. Reported procedure: 0.85 g of the product obtained above were reacted with 0.7 g of 3-(5-phenyl-1,2,4-thiadiazole-3-yloxy)-propyl chloride [for preparation, see Example 54 B)] and the reaction mixture was stirred for 10.5 hours at 65° C. Then the reaction mixture was dissolved in dichloromethane and the solution shaken with water. The dichloromethane phase was separated, dried, and concentrated. The crude product obtained was purified by medium-pressure chromatography on fine-grained silica gel (Lichroprep Si 60®) ... Reactants: CN1C=C(C2=CC=CC=C12)C=1C(NC(C1C1=CN(C2=CC=CC=C12)CCCOS(=O)(=O)C)=O)=O (3-(1-methyl-3-indolyl)-4-[1-[3-(methylsulphonyloxy)propyl]-3-indolyl]-1H-pyrrole-2,5-dione), NC(=S)N (thiourea). The solvent is C(C)O (ethanol). The product is CS(=O)(=O)O.C(N)(=N)SCCCN1C=C(C2=CC=CC=C12)C=1C(NC(C1C1=CN(C2=CC=CC=C12)C)=O)=O (3-[1-[3-(amidinothio)propyl]-3-indolyl]-4-(1-methyl-3-indolyl)-1H-pyrrole-2,5-dione methanesulphonate). Isolated yield 78.8%. RXN SMILES: [CH3:1][N:2]1[C:10]2[C:5](=[CH:6][CH:7]=[CH:8][CH:9]=2)[C:4]([C:11]2[C:12](=[O:34])[NH:13][C:14](=[O:33])[C:15]=2[C:16]2[C:24]3[C:19](=[CH:20][CH:21]=[CH:22][CH:23]=3)[N:18]([CH2:25][CH2:26][CH2:27][O:28][S:29]([CH3:32])(=[O:31])=[O:30])[CH:17]=2)=[CH:3]1.[NH2:35][C:36]([NH2:38])=[S:37]>C(O)C>[CH3:32][S:29]([OH:31])(=[O:30])=[O:28].[C:36]([S:37][CH2:27][CH2:26][CH2:25][N:18]1[C:19]2[C:24](=[CH:23][CH:22]=[CH:21][CH:20]=2)[C:16]([C:15]2[C:14](=[O:33])[NH:13][C:12](=[O:34])[C:11]=2[C:4]2[C:5]3[C:10](=[CH:9][CH:8]=[CH:7][CH:6]=3)[N:2]([CH3:1])[CH:3]=2)=[CH:17]1)(=[NH:38])[NH2:35] |f:3.4|. Reported procedure: 1.455 g of the product of Example 58 in 45 ml of ethanol were treated with 364 mg of thiourea and the mixture was heated at reflux for 18 hours. After cooling the precipitate was filtered off and washed with ethanol and with diethyl ether. The solid was dried to give 1.33 g of 3-[1-[3-(amidinothio)propyl]-3-indolyl]-4-(1-methyl-3-indolyl)-1H-pyrrole-2,5-dione methanesulphonate, m.p. 236°-238° C. (decomposition). Reactants: [Br-], CC[Mg+], CCC(=O)c1ccc(-c2cc(OCc3ccc(CO)c(CO)c3)ccc2CC)c(C(C)C)c1. Yields the product CCc1ccc(OCc2ccc(CO)c(CO)c2)cc1-c1ccc(C(O)(CC)CC)cc1C(C)C. RXN SMILES: [Br-:34].[CH2:35]([CH3:36])[Mg+:37].[OH:1][CH2:2][c:3]1[cH:4][c:5]([CH2:6][O:7][c:8]2[cH:9][cH:10][c:11]([CH2:27][CH3:28])[c:12](-[c:14]3[c:15]([CH:24]([CH3:25])[CH3:26])[cH:16][c:17]([C:20]([CH2:21][CH3:22])=[O:23])[cH:18][cH:19]3)[cH:13]2)[cH:29][cH:30][c:31]1[CH2:32][OH:33]>>[OH:1][CH2:2][c:3]1[cH:4][c:5]([CH2:6][O:7][c:8]2[cH:9][cH:10][c:11]([CH2:27][CH3:28])[c:12](-[c:14]3[c:15]([CH:24]([CH3:25])[CH3:26])[cH:16][c:17]([C:20]([CH2:21][CH3:22])([OH:23])[CH2:35][CH3:36])[cH:18][cH:19]3)[cH:13]2)[cH:29][cH:30][c:31]1[CH2:32][OH:33]. The reactants are COc1ccccc1-c1ccnc(Cl)n1, Nc1cccc(CS(N)(=O)=O)c1, CN(C)C=O. RXN SMILES: [Cl:1][c:2]1[n:3][cH:4][cH:5][c:6](-[c:8]2[c:9]([O:14][CH3:15])[cH:10][cH:11][cH:12][cH:13]2)[n:7]1.[NH2:16][c:17]1[cH:18][c:19]([CH2:23][S:24](=[O:25])(=[O:26])[NH2:27])[cH:20][cH:21][cH:22]1.[O:28]=[CH:29][N:30]([CH3:31])[CH3:32]>>[c:2]1([NH:16][c:17]2[cH:18][c:19]([CH2:23][S:24](=[O:25])(=[O:26])[NH2:27])[cH:20][cH:21][cH:22]2)[n:3][cH:4][cH:5][c:6](-[c:8]2[c:9]([O:14][CH3:15])[cH:10][cH:11][cH:12][cH:13]2)[n:7]1. The product is COc1ccccc1-c1ccnc(Nc2cccc(CS(N)(=O)=O)c2)n1. RXN SMILES: [Cl:1][C:2]1[CH:7]=[CH:6][CH:5]=[C:4]([Cl:8])[C:3]=1[NH:9][C:10]1[CH:18]=[CH:17][CH:16]=[CH:15][C:11]=1[C:12]([OH:14])=[O:13].[CH3:19]N(C)C=O.C(Cl)(=O)C(Cl)=O>O1CCCC1>[Cl:1][C:2]1[CH:7]=[CH:6][CH:5]=[C:4]([Cl:8])[C:3]=1[NH:9][C:10]1[CH:18]=[CH:17][CH:16]=[CH:15][C:11]=1[C:12]([O:14][CH3:19])=[O:13]. Product: ClC1=C(C(=CC=C1)Cl)NC1=C(C(=O)OC)C=CC=C1 (2-[(2,6-dichlorophenyl) amino]benzoic acid, methyl ester). Reaction conditions: temperature 0 celsius. Isolated yield 83.1%. Starting materials: ClC1=C(C(=CC=C1)Cl)NC1=C(C(=O)O)C=CC=C1 (2-[(2,6-dichlorophenyl) amino]benzoic acid), CN(C=O)C (dimethylformamide), C(C(=O)Cl)(=O)Cl (oxalyl chloride). Solvent: O1CCCC1 (tetrahydrofuran). Procedure: To a solution of 2-[(2,6-dichlorophenyl) amino]benzoic acid (25 g, 89 mmol) [J. S. Kaltenbronn et al, Arzneim-Forsch/Drug Res. 33(1),4a, 621-627 (1983)] and dimethylformamide (6.8 g, 93 mmol) in dry tetrahydrofuran (500 ml) is added oxalyl chloride (17 ml, 196 mmol) dropwise with stirring under an atmosphere of dry nitrogen at 0° C. The ice bath is removed and the reaction mixture is stirred without cooling for 15 minutes. The reaction mixture is poured into methanol (1500 ml). The solvent is ev... Starting materials: CC(=O)O, O=[N+]([O-])c1cnc2ccc(Cl)cc2c1Cl, Nc1ccccc1, O. The product is O=[N+]([O-])c1cnc2ccc(Cl)cc2c1Nc1ccccc1. Reaction SMILES: [CH3:24][C:25](=[O:26])[OH:27].[Cl:1][c:2]1[c:3]([N+:13](=[O:14])[O-:15])[cH:4][n:5][c:6]2[cH:7][cH:8][c:9]([Cl:12])[cH:10][c:11]12.[NH2:16][c:17]1[cH:18][cH:19][cH:20][cH:21][cH:22]1.[OH2:23]>>[c:2]1([NH:16][c:17]2[cH:18][cH:19][cH:20][cH:21][cH:22]2)[c:3]([N+:13](=[O:14])[O-:15])[cH:4][n:5][c:6]2[cH:7][cH:8][c:9]([Cl:12])[cH:10][c:11]12. The reactants are O=C1CCC(=O)N1Cl, Cc1c[nH]c2ncnc(Cl)c12, ClCCl. Product: Clc1c[nH]c2ncnc(Cl)c12. As a reaction SMILES: [Cl:12][N:13]1[C:14](=[O:15])[CH2:16][CH2:17][C:18]1=[O:19].[Cl:1][c:2]1[c:3]2[c:4]([n:5][cH:6][n:7]1)[nH:8][cH:9][c:10]2[CH3:11].[Cl:20][CH2:21][Cl:22]>>[Cl:1][c:2]1[c:3]2[c:4]([n:5][cH:6][n:7]1)[nH:8][cH:9][c:10]2[Cl:12]. Reactants: C1COCCO1, Cl, CC(C)(C)OC(=O)NNC(=O)c1cnsn1. Yields the product NNC(=O)c1cnsn1. Reaction SMILES: [CH2:18]1[O:19][CH2:20][CH2:21][O:22][CH2:23]1.[ClH:1].[s:2]1[n:3][c:4]([C:7](=[O:8])[NH:9][NH:10][C:11]([O:12][C:13]([CH3:14])([CH3:15])[CH3:16])=[O:17])[cH:5][n:6]1>>[s:2]1[n:3][c:4]([C:7](=[O:8])[NH:9][NH2:10])[cH:5][n:6]1. The reactants are FC1=CC=C(CCOC2=CC=C(C=C2)B(O)O)C=C1 ((4-(4-fluorophenethoxy)phenyl)boronic acid), CN(CC(=O)O)CC(=O)O (2,2′-(methylazanediyl)diacetic acid). Solvent: C1(=CC=CC=C1)C (toluene), CS(=O)C (DMSO), CCOC(=O)C (EtOAc). The product is FC1=CC=C(CCOC2=CC=C(C=C2)B2OC(CN(CC(O2)=O)C)=O)C=C1 (2-(4-(4-fluorophenethoxy)phenyl)-6-methyl-1,3,6,2-dioxazaborocane-4,8-dione). Yield: 75.5%. Reaction SMILES: [F:1][C:2]1[CH:19]=[CH:18][C:5]([CH2:6][CH2:7][O:8][C:9]2[CH:14]=[CH:13][C:12]([B:15]([OH:17])[OH:16])=[CH:11][CH:10]=2)=[CH:4][CH:3]=1.[CH3:20][N:21]([CH2:26][C:27](O)=[O:28])[CH2:22][C:23](O)=[O:24]>C1(C)C=CC=CC=1.CS(C)=O.CCOC(C)=O>[F:1][C:2]1[CH:3]=[CH:4][C:5]([CH2:6][CH2:7][O:8][C:9]2[CH:14]=[CH:13][C:12]([B:15]3[O:17][C:27](=[O:28])[CH2:26][N:21]([CH3:20])[CH2:22][C:23](=[O:24])[O:16]3)=[CH:11][CH:10]=2)=[CH:18][CH:19]=1. Procedure: A slurry of (4-(4-fluorophenethoxy)phenyl)boronic acid (122 g, 469 mmol) and 2,2′-(methylazanediyl)diacetic acid (76 g, 516 mmol) in anhydrous toluene (500 mL) and DMSO (200 mL) was refluxed for 4 h. Then, cooled, diluted with EtOAc (500 mL), washed with water (5×200 mL), brine (2×100 mL), dried (MgSO4), filtered and concentrated to give light orange foam which was purified by flash chromatography using 5-40% acetone/CH2Cl2 (5% increment per 2-lit) to afford 2-(4-(4-fluorophenethoxy)phenyl)-6-me...